Dataset: the Open Reaction Database (ORD), a public repository of structured organic reaction records. Task: describe an organic reaction: reactants, conditions, products, and yield Reactants: C(CCC)C1=NC2=C(N1CC1=CC=C(C=C1)C=1C(=CC=CC1)C(=O)OC(C)(C)C)C=C(C=C2)N(C(=O)OCC)C (tert.butyl 4'-[(2-n-butyl-6-(N-ethoxycarbonyl-methylamino)-benzimidazol-1-yl)-methyl]biphenyl-2-carboxylate), FC(C(=O)O)(F)F (trifluoroacetic acid). The product is C(CCC)C1=NC2=C(N1CC1=CC=C(C=C1)C=1C(=CC=CC1)C(=O)O)C=C(C=C2)N(C(=O)OCC)C (4'-[(2-n-Butyl-6-(N-ethoxycarbonyl-methylamino)-benzimidazol-1-yl)-methyl]biphenyl-2-carboxylic acid). RXN SMILES: [CH2:1]([C:5]1[N:9]([CH2:10][C:11]2[CH:16]=[CH:15][C:14]([C:17]3[C:18]([C:23]([O:25]C(C)(C)C)=[O:24])=[CH:19][CH:20]=[CH:21][CH:22]=3)=[CH:13][CH:12]=2)[C:8]2[CH:30]=[C:31]([N:34]([CH3:40])[C:35]([O:37][CH2:38][CH3:39])=[O:36])[CH:32]=[CH:33][C:7]=2[N:6]=1)[CH2:2][CH2:3][CH3:4].FC(F)(F)C(O)=O>>[CH2:1]([C:5]1[N:9]([CH2:10][C:11]2[CH:12]=[CH:13][C:14]([C:17]3[C:18]([C:23]([OH:25])=[O:24])=[CH:19][CH:20]=[CH:21][CH:22]=3)=[CH:15][CH:16]=2)[C:8]2[CH:30]=[C:31]([N:34]([CH3:40])[C:35]([O:37][CH2:38][CH3:39])=[O:36])[CH:32]=[CH:33][C:7]=2[N:6]=1)[CH2:2][CH2:3][CH3:4]. Procedure: Prepared in analogous manner to Example 9 from tert.butyl 4'-[(2-n-butyl-6-(N-ethoxycarbonyl-methylamino)-benzimidazol-1-yl)-methyl]biphenyl-2-carboxylate and trifluoroacetic acid.